From a dataset of the Open Reaction Database (ORD), a public repository of structured organic reaction records. describe an organic reaction: reactants, conditions, products, and yield The reactants are C(C)(C)C(C(=O)N)C(C)C (diisopropyl acetamide), COC(C)(C)C (tert-butyl methyl ether). Reaction conditions: time 30 second. Product: C(CC)[C@H](C(=O)N)C(C)C ((2S)-propylisopropyl Acetamide). Reaction SMILES: [CH:1]([CH:4]([CH:8]([CH3:10])[CH3:9])[C:5]([NH2:7])=[O:6])([CH3:3])C.[CH3:11]OC(C)(C)C>>[CH2:1]([C@@H:4]([CH:8]([CH3:9])[CH3:10])[C:5]([NH2:7])=[O:6])[CH2:3][CH3:11]. Procedure: Assay of plasma samples: to test tubes containing 2 μg of the internal standard (diisopropyl acetamide), 0.5 ml of plasma (thawed at room temperature) and 5 ml of tert-butyl methyl ether (TBME) was added. The test tubes were vigorously vortexed for 30 sec and centrifuged at 3000 g for 10 minutes. The organic phase was separated and dried under reduced pressure using a vortex evaporator. Samples were then reconstituted with 150 μl of chloroform and dried under reduced pressure without vortexing. ... The reactants are O=C(OC(Cl)(Cl)Cl)Cl (diphosgene), C(=O)(Cl)Cl (phosgene), N1C(CCCC1)=O (piperidin-2-one). Solvent: C(C)(=O)OCC (ethyl acetate). Product: ClC1=CCCCN1C(=O)Cl (6-chloro-3,4-dihydropyridine-1(2H)-carbonyl chloride). As a reaction SMILES: O=C(Cl)[O:3][C:4]([Cl:7])(Cl)Cl.[C:9]([Cl:12])(Cl)=O.[NH:13]1C[CH2:17][CH2:16][CH2:15][C:14]1=O>C(OCC)(=O)C>[Cl:12][C:9]1[N:13]([C:4]([Cl:7])=[O:3])[CH2:14][CH2:15][CH2:16][CH:17]=1. Procedure details: To stirred diphosgene (3.10 ml, 25.7 mmol) at ˜−20° C. (cooled with a dry ice/2-propanol bath) under nitrogen was added activated carbon (0.25 g), which caused some phosgene gas to be liberated. To the resulting stirred mixture was added very slowly dropwise piperidin-2-one (2.55 g, 25.7 mmol) in ethyl acetate (dried over molecular sieves) (7 ml) over 1 hour, while keeping the temperature below 0° C. The reactants are C(#N)C=1C(=CC(=C(C1)[C@@]12N=C(SC[C@@H]1C[C@@H](OC2)COC)NC(C2=CC=CC=C2)=O)F)F (N-[(4aR,6R,8aS)-8a-(5-Cyano-2,4-difluorophenyl)-6-(methoxymethyl)-4,4a,5,6,8,8a-hexahydropyrano[3,4-d][1,3]thiazin-2-yl]benzamide), NC=1SC[C@H]2[C@@](N1)(CO[C@H](C2)COCC2=CC=CC=C2)C=2C(=CC(=C(C#N)C2)F)F (5-[(4aR,6R,8aS)-2-amino-6-[(benzyloxy)methyl]-4,4a,5,6-tetrahydropyrano[3,4-d][1,3]thiazin-8a(8H)-yl]-2,4-difluorobenzonitrile). The product is NC=1SC[C@H]2[C@@](N1)(CO[C@H](C2)COC)C=2C(=CC(=C(C#N)C2)F)F (5-[(4aR,6R,8aS)-2-amino-6-(methoxymethyl)-4,4a,5,6-tetrahydropyrano[3,4-d][1,3]thiazin-8a(8H)-yl]-2,4-difluorobenzonitrile). As a reaction SMILES: [C:1]([C:3]1[C:4]([F:32])=[CH:5][C:6]([F:31])=[C:7]([C@:9]23[CH2:18][O:17][C@@H:16]([CH2:19][O:20][CH3:21])[CH2:15][C@H:14]2[CH2:13][S:12][C:11]([NH:22]C(=O)C2C=CC=CC=2)=[N:10]3)[CH:8]=1)#[N:2].NC1SC[C@@H]2C[C@H](COCC3C=CC=CC=3)OC[C@]2(C2C(F)=CC(F)=C(C=2)C#N)N=1>>[NH2:22][C:11]1[S:12][CH2:13][C@@H:14]2[CH2:15][C@H:16]([CH2:19][O:20][CH3:21])[O:17][CH2:18][C@:9]2([C:7]2[C:6]([F:31])=[CH:5][C:4]([F:32])=[C:3]([CH:8]=2)[C:1]#[N:2])[N:10]=1. Procedure details: N-[(4aR,6R,8aS)-8a-(5-Cyano-2,4-difluorophenyl)-6-(methoxymethyl)-4,4a,5,6,8,8a-hexahydropyrano[3,4-d][1,3]thiazin-2-yl]benzamide (C16) was converted to the product using the method described for the synthesis of 5-[(4aR,6R,8aS)-2-amino-6-[(benzyloxy)methyl]-4,4a,5,6-tetrahydropyrano[3,4-d][1,3]thiazin-8a(8H)-yl]-2,4-difluorobenzonitrile (2) in Example 2. Yield: 13.2 mg, 38.0 μmol, 19%. LCMS m/z 354.2 [M+H+]. 1H NMR (400 MHz, CD3OD), δ 7.64 (t, J=7.8 Hz, 1H), 7.3 (dd, J=12, 9.1 Hz, 1H), 4.01 (dd... The reactants are N(=[N+]=[N-])CC=1C=NC2=CC(=CC=C2C1)C (3-(azidomethyl)-7-methylquinoline), CC1=CC(=NC(=C1CNC(CC)=O)C)NC(OC(C)(C)C)=O (tert-butyl (4,6-dimethyl-5-(propionamidomethyl)pyridin-2-yl)carbamate), O (water), O=C1C(O)=C([O-])[C@H](O1)[C@@H](O)CO.[Na+] (sodium ascorbate), O (water). Reagents/catalysts: O.O.O.O.O.S(=O)(=O)([O-])[O-].[Cu+2] (copper(II) sulfate pentahydrate). The solvent is CC(C)(C)O (t-BuOH). Run at temperature 23 celsius, time 8 hour. Product: CC1=CC(=NC(=C1CNC(=O)C=1N=NN(C1)CC=1C=NC2=CC(=CC=C2C1)C)C)NC(OC(C)(C)C)=O (tert-butyl (4,6-dimethyl-5-((1-((7-methylquinolin-3-yl)methyl)-1H-1,2,3-triazole-4-carboxamido)methyl)pyridin-2-yl)carbamate). Reaction SMILES: [N:1]([CH2:4][C:5]1[CH:6]=[N:7][C:8]2[C:13]([CH:14]=1)=[CH:12][CH:11]=[C:10]([CH3:15])[CH:9]=2)=[N+:2]=[N-:3].[CH3:16][C:17]1[C:22]([CH2:23][NH:24][C:25](=[O:28])[CH2:26][CH3:27])=[C:21]([CH3:29])[N:20]=[C:19]([NH:30][C:31](=[O:37])[O:32][C:33]([CH3:36])([CH3:35])[CH3:34])[CH:18]=1.O.O=C1O[C@H]([C@H](CO)O)C([O-])=C1O.[Na+]>CC(O)(C)C.O.O.O.O.O.S([O-])([O-])(=O)=O.[Cu+2]>[CH3:16][C:17]1[C:22]([CH2:23][NH:24][C:25]([C:26]2[N:3]=[N:2][N:1]([CH2:4][C:5]3[CH:6]=[N:7][C:8]4[C:13]([CH:14]=3)=[CH:12][CH:11]=[C:10]([CH3:15])[CH:9]=4)[CH:27]=2)=[O:28])=[C:21]([CH3:29])[N:20]=[C:19]([NH:30][C:31](=[O:37])[O:32][C:33]([CH3:35])([CH3:34])[CH3:36])[CH:18]=1 |f:3.4,6.7.8.9.10.11.12|. Procedure: To a solution of 3-(azidomethyl)-7-methylquinoline (46.0 mg, 0.232 mmol) and tert-butyl (4,6-dimethyl-5-(propionamidomethyl)pyridin-2-yl)carbamate (70 mg, 0.231 mmol) in t-BuOH (1.8 ml)/water (1.8 ml) were added copper(II) sulfate pentahydrate (11.52 mg, 0.046 mmol) and sodium ascorbate (45.7 mg, 0.231 mmol). Reaction mixture was stirred overnight at 23° C. Reaction mixture was poured into water and extracted twice with ethyl acetate. Combined organic layers were washed with brine, dried over so...